Dataset: the Open Reaction Database (ORD), a public repository of structured organic reaction records. Task: describe an organic reaction: reactants, conditions, products, and yield The reactants are CSc1cc([N+](=O)[O-])c(=O)[nH]c1C, CO, [Na+], [Na+], O=S([O-])S(=O)[O-]. Product: CSc1cc(N)c(=O)[nH]c1C. Reaction SMILES: [CH3:1][S:2][c:3]1[cH:4][c:5]([N+:11]([O-:12])=[O:13])[c:6](=[O:10])[nH:7][c:8]1[CH3:9].[CH3:22][OH:23].[Na+:20].[Na+:21].[S:14]([S:15]([O-:16])=[O:17])([O-:18])=[O:19]>>[CH3:1][S:2][c:3]1[cH:4][c:5]([NH2:11])[c:6](=[O:10])[nH:7][c:8]1[CH3:9]. Reaction SMILES: [C:1]1([C:7]2[CH:11]=[C:10]([NH:12][C:13](=[O:40])[O:14][CH2:15][C@@H:16]([N:26]([CH3:39])[C:27]([NH:29][CH2:30][C:31]3[CH:36]=[CH:35][CH:34]=[C:33]([F:37])[C:32]=3[Cl:38])=[O:28])[CH2:17][C@@H:18]([OH:25])[CH2:19][O:20][P:21]([OH:24])([OH:23])=[O:22])[O:9][N:8]=2)[CH:6]=[CH:5][CH:4]=[CH:3][CH:2]=1.[OH-].[Na+:42]>>[P:21]([O-:24])([O-:23])([O:20][CH2:19][C@H:18]([OH:25])[CH2:17][C@H:16]([N:26]([CH3:39])[C:27]([NH:29][CH2:30][C:31]1[CH:36]=[CH:35][CH:34]=[C:33]([F:37])[C:32]=1[Cl:38])=[O:28])[CH2:15][O:14][C:13](=[O:40])[NH:12][C:10]1[O:9][N:8]=[C:7]([C:1]2[CH:6]=[CH:5][CH:4]=[CH:3][CH:2]=2)[CH:11]=1)=[O:22].[Na+:42].[Na+:42] |f:1.2,3.4.5|. Procedure: To a mixture of (2S,4R)-2-(3-(2-chloro-3-fluorobenzyl)-1-methylureido)-4-hydroxy-5-(phosphonooxy)pentyl 3-phenylisoxazol-5-ylcarbamate (48 mg, 0.08 mmol, 1.0 equiv.) at 0° C., was added NaOH (0.1 N, 1.6 mL, 2.0 equiv.) dropwise. The mixture was stirred at RT for 1 h followed by concentration to give sodium (2R,4S)-4-(3-(2-chloro-3-fluorobenzyl)-1-methylureido)-2-hydroxy-5-(3-phenylisoxazol-5-ylcarbamoyloxy)pentyl phosphate (55 mg, quant.) as a white solid. LRMS (M−2Na+ 3H+) m/z 601.5. The reactants are C1(=CC=CC=C1)C1=NOC(=C1)NC(OC[C@H](C[C@H](COP(=O)(O)O)O)N(C(=O)NCC1=C(C(=CC=C1)F)Cl)C)=O ((2S,4R)-2-(3-(2-chloro-3-fluorobenzyl)-1-methylureido)-4-hydroxy-5-(phosphonooxy)pentyl 3-phenylisoxazol-5-ylcarbamate), [OH-].[Na+] (NaOH). Yields the product P(=O)(OC[C@@H](C[C@@H](COC(NC1=CC(=NO1)C1=CC=CC=C1)=O)N(C(=O)NCC1=C(C(=CC=C1)F)Cl)C)O)([O-])[O-].[Na+].[Na+] (sodium (2R,4S)-4-(3-(2-chloro-3-fluorobenzyl)-1-methylureido)-2-hydroxy-5-(3-phenylisoxazol-5-ylcarbamoyloxy)pentyl phosphate). Conditions: time 1 hour. The reactants are COC1=CC(=CC=2CC[C@@H]3[C@@H]4CCC([C@@]4(C)CC[C@@H]3C12)=O)OC (rac.-1,3-dimethoxy-8α-estra-1,3,5(10)-trien-17-one), [BH4-].[Na+] (NaBH4), C(C)O (ethanol), C1CCOC1 (THF). Solvent: C(C)(=O)O (acetic acid). Reaction conditions: temperature 80 celsius. Product: COC1=CC(=CC=2CC[C@@H]3[C@@H]4CC[C@@H]([C@@]4(C)CC[C@@H]3C12)OC(C)=O)OC (rac.-1,3-Dimethoxy-17β-acetoxy-8α-estra-1,3,5(10)-triene). Reaction SMILES: [CH3:1][O:2][C:3]1[C:20]2[C@@H:19]3[C@@H:10]([C@H:11]4[C@@:15]([CH2:17][CH2:18]3)([CH3:16])[C:14](=[O:21])[CH2:13][CH2:12]4)[CH2:9][CH2:8][C:7]=2[CH:6]=[C:5]([O:22][CH3:23])[CH:4]=1.[CH2:24]([OH:26])[CH3:25].C1COCC1.[BH4-].[Na+]>C(O)(=O)C>[CH3:1][O:2][C:3]1[C:20]2[C@@H:19]3[C@@H:10]([C@H:11]4[C@@:15]([CH2:17][CH2:18]3)([CH3:16])[C@@H:14]([O:21][C:24](=[O:26])[CH3:25])[CH2:13][CH2:12]4)[CH2:9][CH2:8][C:7]=2[CH:6]=[C:5]([O:22][CH3:23])[CH:4]=1 |f:3.4|. Procedure: A solution of 60 mg. of rac.-1,3-dimethoxy-8α-estra-1,3,5(10)-trien-17-one in 3 ml. of ethanol and 1.0 ml. of THF is gradually combined at room temperature with 60 mg. of NaBH4 and agitated for 30 minutes under N2 and at room temperature. The reaction mixture is neutralized with glacial acetic acid, concentrated, taken up in ether, washed neutral with saturated NaCl solution, dried, and evaporated. The residue is dissolved in 1 ml. of pyridine, the solution is mixed with 0.5 ml. of acetic anhydr... Starting materials: CCO, [N-]=[N+]=NCc1ccc(CCN2CCC(c3nc(COCC(F)(F)F)c(-c4ccc(F)cc4)o3)CC2)cc1. The product is NCc1ccc(CCN2CCC(c3nc(COCC(F)(F)F)c(-c4ccc(F)cc4)o3)CC2)cc1. As a reaction SMILES: [CH3:38][CH2:39][OH:40].[F:1][c:2]1[cH:3][cH:4][c:5](-[c:8]2[c:9]([CH2:31][O:32][CH2:33][C:34]([F:35])([F:36])[F:37])[n:10][c:11]([CH:13]3[CH2:14][CH2:15][N:16]([CH2:19][CH2:20][c:21]4[cH:22][cH:23][c:24]([CH2:25][N:26]=[N+:27]=[N-:28])[cH:29][cH:30]4)[CH2:17][CH2:18]3)[o:12]2)[cH:6][cH:7]1>>[F:1][c:2]1[cH:3][cH:4][c:5](-[c:8]2[c:9]([CH2:31][O:32][CH2:33][C:34]([F:35])([F:36])[F:37])[n:10][c:11]([CH:13]3[CH2:14][CH2:15][N:16]([CH2:19][CH2:20][c:21]4[cH:22][cH:23][c:24]([CH2:25][NH2:26])[cH:29][cH:30]4)[CH2:17][CH2:18]3)[o:12]2)[cH:6][cH:7]1. Starting materials: FC1=C(C(=O)O)C=CC(=C1)C (2-Fluoro-4-methylbenzoic acid), OS(=O)(=O)O (H2SO4), OS(=O)(=O)O (H2SO4), [N+](=O)(O)[O-] (nitric acid). Solvent: ice water. Reaction conditions: temperature 0 celsius, time 3 hour. Yields the product FC1=C(C(=O)O)C=C(C(=C1)C)[N+](=O)[O-] (2-Fluoro-4-methyl-5-nitrobenzoic Acid). As a reaction SMILES: [F:1][C:2]1[CH:10]=[C:9]([CH3:11])[CH:8]=[CH:7][C:3]=1[C:4]([OH:6])=[O:5].OS(O)(=O)=O.[N+:17]([O-])([OH:19])=[O:18]>>[F:1][C:2]1[CH:10]=[C:9]([CH3:11])[C:8]([N+:17]([O-:19])=[O:18])=[CH:7][C:3]=1[C:4]([OH:6])=[O:5]. Procedure details: 2-Fluoro-4-methylbenzoic acid (1 g, 6.49 mmol) in H2SO4 (19 ml, 356 mmol) was cooled to 0° C. in an ice salt water bath and treated dropwise with mixture of H2SO4 (0.763 ml, 14.31 mmol) and nitric acid (0.65 ml, 14.54 mmol) over 10 min. The reaction mixture was stirred at 0° C. for 3 hrs and poured into ice/water (200 ml) and stirred for a further hour. The resulting suspension was collected by filtration, dried in vacuo and collected in EtOH, azeotroping to dryness to afford the title compound. RXN SMILES: [CH3:33][CH2:34][O:35][CH2:36][CH3:37].[CH:1]([CH3:2])([CH3:3])[O:4][C:5](=[O:6])[c:7]1[cH:8][cH:9][c:10]([N:13]=[C:14]=[O:15])[cH:11][cH:12]1.[Cl:16][c:17]1[cH:18][cH:19][c:20]([C:23]2=[N:24][NH:25][CH2:26][CH:27]2[CH2:28][CH2:29][CH2:30][C:31]#[N:32])[cH:21][cH:22]1>>[CH:1]([CH3:2])([CH3:3])[O:4][C:5](=[O:6])[c:7]1[cH:8][cH:9][c:10]([NH:13][C:14](=[O:15])[N:25]2[N:24]=[C:23]([c:20]3[cH:19][cH:18][c:17]([Cl:16])[cH:22][cH:21]3)[CH:27]([CH2:28][CH2:29][CH2:30][C:31]#[N:32])[CH2:26]2)[cH:11][cH:12]1. Starting materials: CCOCC, CC(C)OC(=O)c1ccc(N=C=O)cc1, N#CCCCC1CNN=C1c1ccc(Cl)cc1. The product is CC(C)OC(=O)c1ccc(NC(=O)N2CC(CCCC#N)C(c3ccc(Cl)cc3)=N2)cc1. Reactants: NN1CCCC1 (aminopyrrolidine), ClC1=CC(=NC(=C1)C)N[C@@H]1CN(C[C@H]1O)C(CC1=CC=C(C=C1)OC(F)(F)F)=O (1-((3R,4R)-3-(4-chloro-6-methylpyridin-2-ylamino)-4-hydroxypyrrolidin-1-yl)-2-(4-trifluoromethoxyphenyl)ethanone), N1CCOCC1 (morpholine), CC(C)([O-])C.[Na+] (sodium t-butoxide), C(C)(C)(C)P(C1=C(C=CC=C1)C1=CC=CC=C1)C(C)(C)C (2-(di-t-butylphosphino)biphenyl). The reagents and catalysts are CC(=O)[O-].CC(=O)[O-].[Pd+2] (Pd(OAc)2). Solvent: C1(=CC=CC=C1)C (toluene), C(Cl)(Cl)Cl (chloroform). Reaction conditions: temperature 100 celsius. The product is O[C@@H]1CN(C[C@H]1NC1=NC(=CC(=C1)N1CCOCC1)C)C(CC1=CC=C(C=C1)OC(F)(F)F)=O (1-((3R,4R)-3-hydroxy-4-(6-methyl-4-morpholin-4-ylpyridin-2-ylamino)pyrrolidin-1-yl)-2-(4-trifluoromethoxyphenyl)ethanone). Reaction SMILES: NN1CCCC1.Cl[C:8]1[CH:13]=[C:12]([CH3:14])[N:11]=[C:10]([NH:15][C@H:16]2[C@H:20]([OH:21])[CH2:19][N:18]([C:22](=[O:35])[CH2:23][C:24]3[CH:29]=[CH:28][C:27]([O:30][C:31]([F:34])([F:33])[F:32])=[CH:26][CH:25]=3)[CH2:17]2)[CH:9]=1.[NH:36]1[CH2:41][CH2:40][O:39][CH2:38][CH2:37]1.CC(C)([O-])C.[Na+].C(P(C(C)(C)C)C1C=CC=CC=1C1C=CC=CC=1)(C)(C)C>C(Cl)(Cl)Cl.CC([O-])=O.CC([O-])=O.[Pd+2].C1(C)C=CC=CC=1>[OH:21][C@H:20]1[C@H:16]([NH:15][C:10]2[CH:9]=[C:8]([N:36]3[CH2:41][CH2:40][O:39][CH2:38][CH2:37]3)[CH:13]=[C:12]([CH3:14])[N:11]=2)[CH2:17][N:18]([C:22](=[O:35])[CH2:23][C:24]2[CH:29]=[CH:28][C:27]([O:30][C:31]([F:34])([F:33])[F:32])=[CH:26][CH:25]=2)[CH2:19]1 |f:3.4,7.8.9|. Reported procedure: A mixture of 2,4-dichloro-6-methylpyridine 1-oxide (200 mg), 1-((3R,4R)-3-amino-4-hydroxypyrrolidin-1-yl)-2-(4-trifluoromethoxyphenyl)ethanone (340 mg), and n-butanol (0.6 mL) was stirred at 130° C. for 10 h. The reaction mixture was concentrated under reduced pressure, the residue was purified by silica gel column chromatography (NH silica gel, ethyl acetate−ethyl acetate/methanol=20:1), and then the resulting solids were washed with hexane and diethyl ether to obtain 1-((3R,4R)-3-(4-chloro-6-m...